Dataset: the Open Reaction Database (ORD), a public repository of structured organic reaction records. Task: describe an organic reaction: reactants, conditions, products, and yield The reactants are CCO, CO, COc1ccc2[nH]cc(C3=CCN(C)CC3)c2c1, C1CCOC1. Yields the product COc1ccc2[nH]cc(C3CCN(C)CC3)c2c1. Reaction SMILES: [CH2:26]([OH:27])[CH3:28].[CH3:19][OH:20].[CH3:1][O:2][c:3]1[cH:4][c:5]2[c:6]([C:12]3=[CH:17][CH2:16][N:15]([CH3:18])[CH2:14][CH2:13]3)[cH:7][nH:8][c:9]2[cH:10][cH:11]1.[O:21]1[CH2:22][CH2:23][CH2:24][CH2:25]1>>[CH3:1][O:2][c:3]1[cH:4][c:5]2[c:6]([CH:12]3[CH2:13][CH2:14][N:15]([CH3:18])[CH2:16][CH2:17]3)[cH:7][nH:8][c:9]2[cH:10][cH:11]1. Starting materials: C(#N)C(C(=O)OCC)C(CC\C=C(\CC\C=C(\CCC=C(C)C)/C)/C)C (Ethyl (E, E)-2-cyano-3,7,11,15-tetramethyl-6,10,14-hexadecatrienoate), Cl (hydrochloric acid), [OH-].[Na+] (sodium hydroxide), C(C(C)O)O (propylene glycol). Yields the product CC(CC#N)CC\C=C(\CC\C=C(\CCC=C(C)C)/C)/C ((E, E)-3,7,11,15-Tetramethyl-6,10,14-hexadecatrienonitrile). As a reaction SMILES: [C:1]([CH:3]([CH:9]([CH3:26])[CH2:10][CH2:11]/[CH:12]=[C:13](\[CH3:25])/[CH2:14][CH2:15]/[CH:16]=[C:17](\[CH3:24])/[CH2:18][CH2:19][CH:20]=[C:21]([CH3:23])[CH3:22])C(OCC)=O)#[N:2].[OH-].[Na+].C(O)C(O)C.Cl>>[CH3:26][CH:9]([CH2:10][CH2:11]/[CH:12]=[C:13](\[CH3:25])/[CH2:14][CH2:15]/[CH:16]=[C:17](\[CH3:24])/[CH2:18][CH2:19][CH:20]=[C:21]([CH3:23])[CH3:22])[CH2:3][C:1]#[N:2] |f:1.2|. Procedure details: To the entirety of the product obtained in the above (a) step, there were added 29 g. of sodium hydroxide and 100 ml. of propylene glycol, and the mixture was stirred at room temperature for 10 min. The reaction mixture was made acidic by addition of 6N hydrochloric acid, and was then extracted with benzene. The extract was then washed with water and dried. The solvent was then removed by evaporation. The obtained oily product was dissolved in 100 ml. of pyrydine, and the resulting solution was ... Reactants: CCOCC (ether), ClC1=C(C(=O)OCC)C=CC(=C1)Cl (ethyl 2,4-dichloro-benzoate), C(C)#N (acetonitrile), [H-].[Na+] (sodium hydride). The solvent is O1CCCC1 (tetrahydrofuran). Product: ClC1=C(C(=O)CC#N)C=CC(=C1)Cl (2,4-dichlorobenzoylacetonitrile). Yield: 28.1%. Reaction SMILES: [Cl:1][C:2]1[CH:12]=[C:11]([Cl:13])[CH:10]=[CH:9][C:3]=1[C:4]([O:6]CC)=O.[C:14](#[N:16])[CH3:15].[H-].[Na+].CCOCC>O1CCCC1>[Cl:1][C:2]1[CH:12]=[C:11]([Cl:13])[CH:10]=[CH:9][C:3]=1[C:4]([CH2:15][C:14]#[N:16])=[O:6] |f:2.3|. Reported procedure: A mixture of 43.8 g of ethyl 2,4-dichloro-benzoate and 8.2 g of anhydrous acetonitrile is added dropwise to a suspension of 6.1 g of 80% strength sodium hydride in 100 ml of anhydrous tetrahydrofuran in the course of about 1 hour under reflux. The mixture is heated at the boiling point under reflux for a further hour and cooled to room temperature and 150 ml of ether are added. The precipitate is filtered off with suction and dissolved in 50 ml of ice-water and the solution is acidified to pH=6 ... Reactants: C1CCOC1, COC(=O)C(Cc1ccc(-c2cc(Cl)cn(Cc3ccccc3)c2=O)cc1)NC(=O)c1c(C)cccc1Cl, [Li+], [OH-], O, O. Product: Cc1cccc(Cl)c1C(=O)NC(Cc1ccc(-c2cc(Cl)cn(Cc3ccccc3)c2=O)cc1)C(=O)O. As a reaction SMILES: [CH2:42]1[O:43][CH2:44][CH2:45][CH2:46]1.[CH3:1][O:2][C:3]([CH:4]([NH:5][C:6](=[O:7])[c:8]1[c:9]([Cl:15])[cH:10][cH:11][cH:12][c:13]1[CH3:14])[CH2:16][c:17]1[cH:18][cH:19][c:20](-[c:23]2[c:24](=[O:37])[n:25]([CH2:30][c:31]3[cH:32][cH:33][cH:34][cH:35][cH:36]3)[cH:26][c:27]([Cl:29])[cH:28]2)[cH:21][cH:22]1)=[O:38].[Li+:41].[OH-:40].[OH2:39].[OH2:47]>>[O:2]=[C:3]([CH:4]([NH:5][C:6](=[O:7])[c:8]1[c:9]([Cl:15])[cH:10][cH:11][cH:12][c:13]1[CH3:14])[CH2:16][c:17]1[cH:18][cH:19][c:20](-[c:23]2[c:24](=[O:37])[n:25]([CH2:30][c:31]3[cH:32][cH:33][cH:34][cH:35][cH:36]3)[cH:26][c:27]([Cl:29])[cH:28]2)[cH:21][cH:22]1)[OH:38]. Reactants: resultant mixture, C1(CC1)NC(=O)NC1=CC(=C(C=C1)OC1=C2C(=NC=C1)C=C(S2)C2=NC=C(C=C2)CN2CCNCC2)F (1-cyclopropyl-3-(3-fluoro-4-(2-(5-(piperazin-1-ylmethyl)pyridin-2-yl)thieno[3,2-b]-pyridin-7-yloxy)phenyl)urea), N1=CC=CC=C1 (pyridine), C(OC1=CC=C(C=C1)[N+](=O)[O-])(=O)Cl (4-nitrophenyl chlorocarbonate). Solvent: CN(C)C=O (DMF), [NH4+].[Cl-] (NH4Cl). Yields the product C1(CC1)NC(NC1=CC(=C(OC2=C3C(=NC=C2)C=C(S3)C3=CC=C(C=N3)CN3CCN(CC3)C(=O)OC3=CC=C(C=C3)[N+](=O)[O-])C=C1)F)=O (4-Nitrophenyl 4-((6-(7-(4-(3-cyclopropylureido)-2-fluorophenoxy)thieno[3,2-b]pyridin-2-yl)pyridin-3-yl)methyl)piperazine-1-carboxylate). Yield: 64.0%. Reaction SMILES: [CH:1]1([NH:4][C:5]([NH:7][C:8]2[CH:13]=[CH:12][C:11]([O:14][C:15]3[CH:20]=[CH:19][N:18]=[C:17]4[CH:21]=[C:22]([C:24]5[CH:29]=[CH:28][C:27]([CH2:30][N:31]6[CH2:36][CH2:35][NH:34][CH2:33][CH2:32]6)=[CH:26][N:25]=5)[S:23][C:16]=34)=[C:10]([F:37])[CH:9]=2)=[O:6])[CH2:3][CH2:2]1.N1C=CC=CC=1.[C:44](Cl)(=[O:55])[O:45][C:46]1[CH:51]=[CH:50][C:49]([N+:52]([O-:54])=[O:53])=[CH:48][CH:47]=1>CN(C=O)C.[NH4+].[Cl-]>[CH:1]1([NH:4][C:5](=[O:6])[NH:7][C:8]2[CH:13]=[CH:12][C:11]([O:14][C:15]3[CH:20]=[CH:19][N:18]=[C:17]4[CH:21]=[C:22]([C:24]5[N:25]=[CH:26][C:27]([CH2:30][N:31]6[CH2:32][CH2:33][N:34]([C:44]([O:45][C:46]7[CH:47]=[CH:48][C:49]([N+:52]([O-:54])=[O:53])=[CH:50][CH:51]=7)=[O:55])[CH2:35][CH2:36]6)=[CH:28][CH:29]=5)[S:23][C:16]=34)=[C:10]([F:37])[CH:9]=2)[CH2:3][CH2:2]1 |f:4.5|. Procedure details: To a solution of compound 49 (0.50 g, 0.96 mmol, scheme 15) and pyridine (0.11 g, 1.4 mmol) in DMF (4 mL) was added 4-nitrophenyl chlorocarbonate (0.23 g, 1.1 mmol). The resultant mixture was stirred at room temperature for 1 h, diluted with saturated NH4Cl aqueous solution and extracted with EtOAc-THF (4:1 mixture). The organic layer was collected, washed with saturated NaHCO3 aqueous solution, water and brine, dried over MgSO4 and concentrated. The residue was triturated with t-BuOMe, to affor... Reactants: BrC=1C=C(C(=NC1)F)F (5-bromo-2,3-difluoropyridine), O.NN (hydrazine hydrate). Solvent: CCO (EtOH). Conditions: time 16 hour. Product: BrC=1C=C(C(=NC1)NN)F (5-Bromo-3-fluoro-2-hydrazinylpyridine). Yield: 94.6%. Reaction SMILES: [Br:1][C:2]1[CH:3]=[C:4]([F:9])[C:5](F)=[N:6][CH:7]=1.O.[NH2:11][NH2:12]>CCO>[Br:1][C:2]1[CH:3]=[C:4]([F:9])[C:5]([NH:11][NH2:12])=[N:6][CH:7]=1 |f:1.2|. Reported procedure: To a solution of 5-bromo-2,3-difluoropyridine (15 g, 77 mmol)) in EtOH (250 ml) was added hydrazine hydrate (19.36 g, 387 mmol), the mixture was heated to reflux and stirred overnight (16 hr). The solvent of the reaction mixture was evaporated about half under reduced pressure, then cooling in an ice bath there precipitation was occurred, filtered and washed the product with a minimum of EtOH and water, dried in vacuum to obtain pure desired product as white powder (15 g, yield 94%). LCMS (metho... The product is [N+](=O)([O-])C1=C(C=C(C=C1)NC1CCNCC1)C(F)(F)F (N-[4-nitro-3-(trifluoromethyl)phenyl]piperidin-4-amine). Starting materials: [N+](=O)([O-])C1=C(C=C(C=C1)NC1CCN(CC1)C(=O)OC(C)(C)C)C(F)(F)F (tert-butyl 4-[[4-nitro-3-(trifluoromethyl)phenyl]amino]piperidine-1-carboxylate), FC(C(=O)O)(F)F (trifluoroacetic acid). Procedure: To a solution of tert-butyl 4-[[4-nitro-3-(trifluoromethyl)phenyl]amino]piperidine-1-carboxylate (1 g, 2.6 mmol) in dichloromethane (10 mL) was added trifluoroacetic acid (3 ml). The solution was stirred for 2 hours at room temperature and then concentrated under vacuum. The crude material was diluted with water (50 ml), adjusted pH to 9 with sodium bicarbonate (saturated aqueous), and extracted with dichloromethane (3×100 ml). The organic layers were combined and dried over anhydrous sodium sul... Solvent: ClCCl (dichloromethane). RXN SMILES: [N+:1]([C:4]1[CH:9]=[CH:8][C:7]([NH:10][CH:11]2[CH2:16][CH2:15][N:14](C(OC(C)(C)C)=O)[CH2:13][CH2:12]2)=[CH:6][C:5]=1[C:24]([F:27])([F:26])[F:25])([O-:3])=[O:2].FC(F)(F)C(O)=O>ClCCl>[N+:1]([C:4]1[CH:9]=[CH:8][C:7]([NH:10][CH:11]2[CH2:12][CH2:13][NH:14][CH2:15][CH2:16]2)=[CH:6][C:5]=1[C:24]([F:27])([F:25])[F:26])([O-:3])=[O:2]. Conditions: time 2 hour. Starting materials: ClC1(C(C1)F)C(=O)OCC (ethyl 1-chloro-2-fluoro-1-cyclopropanecarboxylate), NCCN (1,2-diaminoethane). The reagents and catalysts are [Ni] (Raney nickel). Run in C(C)O (ethanol). Run at time 48 hour. Product: FC1C(C1)C(=O)OCC (Ethyl 2-fluoro-1-cyclopropanecarboxylate). Yield: 81.0%. As a reaction SMILES: Cl[C:2]1([C:6]([O:8][CH2:9][CH3:10])=[O:7])[CH2:4][CH:3]1[F:5].NCCN>[Ni].C(O)C>[F:5][CH:3]1[CH2:4][CH:2]1[C:6]([O:8][CH2:9][CH3:10])=[O:7]. Procedure details: An internal glass tube was introduced into an autoclave and 0.5 g of ethyl 1-chloro-2-fluoro-1-cyclopropanecarboxylate (cis:trans=1.4:1), 0.5 ml of Raney nickel and 5 ml of ethanol were fed thereinto. Then 0.18 mg of 1,2-diaminoethane was further added and the mixture was stirred at room temperature under an elevated hydrogen gas atmosphere (10 kgf/cm2) for 48 hours. After the completion of the reaction, the catalyst was filtered off. Then the reaction mixture containing the title compound was a... The reactants are COc1ccc(-c2cc(=O)[nH]c(=O)[nH]2)cc1OC, CI, CO, [K+], [OH-], O. RXN SMILES: [CH3:1][O:2][c:3]1[cH:4][c:5](-[c:11]2[cH:12][c:13](=[O:18])[nH:14][c:15](=[O:17])[nH:16]2)[cH:6][cH:7][c:8]1[O:9][CH3:10].[CH3:21][I:22].[CH3:24][OH:25].[K+:20].[OH-:19].[OH2:23]>>[CH3:1][O:2][c:3]1[cH:4][c:5](-[c:11]2[cH:12][c:13](=[O:18])[n:14]([CH3:21])[c:15](=[O:17])[nH:16]2)[cH:6][cH:7][c:8]1[O:9][CH3:10]. Product: COc1ccc(-c2cc(=O)n(C)c(=O)[nH]2)cc1OC.